From a dataset of the Open Reaction Database (ORD), a public repository of structured organic reaction records. describe an organic reaction: reactants, conditions, products, and yield The reactants are ice water, C(C)OC(=O)N1CCC2(CC(C(O2)C)O)CC1 (8-ethoxycarbonyl-3-hydroxy-2-methyl-1-oxa-8-azaspiro[4,5]decane), CI (Methyl iodide), [H-].[Na+] (sodium hydride). Run in CN(C=O)C (N,N-dimethylforamide). Conditions: time 30 minute. Yields the product C(C)OC(=O)N1CCC2(CC(C(O2)C)OC)CC1 (8-ethoxycarbonyl-3-methoxy-2-methyl-1-oxa-8-azaspiro[4,5]decane). As a reaction SMILES: [CH2:1]([O:3][C:4]([N:6]1[CH2:17][CH2:16][C:9]2([O:13][CH:12]([CH3:14])[CH:11]([OH:15])[CH2:10]2)[CH2:8][CH2:7]1)=[O:5])[CH3:2].[H-].[Na+].[CH3:20]I>CN(C)C=O>[CH2:1]([O:3][C:4]([N:6]1[CH2:7][CH2:8][C:9]2([O:13][CH:12]([CH3:14])[CH:11]([O:15][CH3:20])[CH2:10]2)[CH2:16][CH2:17]1)=[O:5])[CH3:2] |f:1.2|. Reported procedure: A solution of 93 mg 8-ethoxycarbonyl-3-hydroxy-2-methyl-1-oxa-8-azaspiro[4,5]decane in 1 ml N,N-dimethylforamide was cooled in ice, 16.7 mg oily sodium hydride (60%) was added, and the resulting mixture was stirred for 30 minutes under ice cooling. Methyl iodide (26.2 μl) was then added, and the mixture was stirred at room temperature for about 24 hours and poured into 5 ml ice water. After extraction with chloroform, the extract was washed with an aqueous solution of sodium chloride and dried o... The reactants are CC(C)(C)OC(=O)Nc1ccc(C(F)(F)F)cc1NC(=O)CC(=O)c1cccc(-c2ccnc(C3CC3)c2)c1, ClCCl, O=C(O)C(F)(F)F. Yields the product O=C1CC(c2cccc(-c3ccnc(C4CC4)c3)c2)=Nc2ccc(C(F)(F)F)cc2N1. Reaction SMILES: [C:1]([O:2][C:3](=[O:4])[NH:7][c:8]1[c:9]([NH:18][C:19]([CH2:20][C:21](=[O:5])[c:23]2[cH:24][c:25](-[c:29]3[cH:30][c:31]([CH:35]4[CH2:36][CH2:37]4)[n:32][cH:33][cH:34]3)[cH:26][cH:27][cH:28]2)=[O:38])[cH:10][c:11]([C:14]([F:15])([F:16])[F:17])[cH:12][cH:13]1)([CH3:6])([CH3:22])[CH3:39].[Cl:47][CH2:48][Cl:49].[F:40][C:41]([F:42])([F:43])[C:44]([OH:45])=[O:46]>>[N:7]1=[C:21]([c:23]2[cH:24][c:25](-[c:29]3[cH:30][c:31]([CH:35]4[CH2:36][CH2:37]4)[n:32][cH:33][cH:34]3)[cH:26][cH:27][cH:28]2)[CH2:20][C:19](=[O:38])[NH:18][c:9]2[c:8]1[cH:13][cH:12][c:11]([C:14]([F:15])([F:16])[F:17])[cH:10]2. The reactants are C[C@@]12[C@@](NCCC1)(C1=CC=CC=C1C2)C ((−)-(4aR*,9bR*)-4a,9b-Dimethyl-2,3,4,4a,5,9b-hexahydro-1H-indeno[1,2-b]pyridine), C[C@@]12[C@@](NCCC1)(C1=CC=CC=C1C2)C ((+)-(4aR*,9bR*)-4a,9b-dimethyl-2,3,4,4a,5,9b-hexahydro-1H-indeno[1,2-b]pyridine), Cl (hydrochloride). Yields the product Cl.C[C@@]12[C@@](NCCC1)(C1=CC=CC=C1C2)C ((4aR*,9bR*)-4a,9b-dimethyl-2,3,4,4a,5,9b-hexahydro-1H-indeno[1,2-b]pyridine hydrochloride). RXN SMILES: [CH3:1][C@@:2]12[CH2:14][C:13]3[C:8](=[CH:9][CH:10]=[CH:11][CH:12]=3)[C@:3]1([CH3:15])[NH:4][CH2:5][CH2:6][CH2:7]2.[ClH:16]>>[ClH:16].[CH3:1][C@@:2]12[CH2:14][C:13]3[C:8](=[CH:9][CH:10]=[CH:11][CH:12]=3)[C@:3]1([CH3:15])[NH:4][CH2:5][CH2:6][CH2:7]2 |f:2.3|. Reported procedure: (−)-(4aR*,9bR*)-4a,9b-Dimethyl-2,3,4,4a,5,9b-hexahydro-1H-indeno[1,2-b]pyridine and (+)-(4aR*,9bR*)-4a,9b-dimethyl-2,3,4,4a,5,9b-hexahydro-1H-indeno[1,2-b]pyridine were each made into a hydrochloride by a conventional method, washed with ethyl acetate, and then collected by filtration to obtain (4aR*,9bR*)-4a,9b-dimethyl-2,3,4,4a,5,9b-hexahydro-1H-indeno[1,2-b]pyridine hydrochloride and an enantiomer thereof, respectively, as a colorless powder. The reactants are CI, CCO, S=C1NC(c2ccccc2Cl)C(c2ccccc2Cl)N1. The product is CSC1=NC(c2ccccc2Cl)C(c2ccccc2Cl)N1, I. RXN SMILES: [CH3:21][I:22].[CH3:23][CH2:24][OH:25].[Cl:1][c:2]1[c:3]([CH:8]2[NH:9][C:10](=[S:20])[NH:11][CH:12]2[c:13]2[c:14]([Cl:19])[cH:15][cH:16][cH:17][cH:18]2)[cH:4][cH:5][cH:6][cH:7]1>>[Cl:1][c:2]1[c:3]([CH:8]2[NH:9][C:10]([S:20][CH3:21])=[N:11][CH:12]2[c:13]2[c:14]([Cl:19])[cH:15][cH:16][cH:17][cH:18]2)[cH:4][cH:5][cH:6][cH:7]1.[IH:22].